This data is from the Open Reaction Database (ORD), a public repository of structured organic reaction records. The task is: describe an organic reaction: reactants, conditions, products, and yield Starting materials: NC=1C(=NC=CC1)S(=O)(=O)N (3-aminopyridine-2-sulfonamide), C1(=CC=C(C=C1)S(=O)(=O)O)C (p-toluenesulfonic acid). Run in C(C)(OCC)([O-])[O-] (ethyl orthoacetate). Reaction conditions: time 10 minute. Yields the product CC1=NS(C2=C(N1)C=CC=N2)(=O)=O (3-METHYL-4H-PYRIDO[3,2-e][1,2,4]THIADIAZINE 1,1-DIOXIDE). As a reaction SMILES: [NH2:1][C:2]1[C:3]([S:8]([NH2:11])(=[O:10])=[O:9])=[N:4][CH:5]=[CH:6][CH:7]=1.[C:12]1(C)C=CC(S(O)(=O)=O)=C[CH:13]=1>C([O-])([O-])(OCC)C>[CH3:12][C:13]1[NH:1][C:2]2[CH:7]=[CH:6][CH:5]=[N:4][C:3]=2[S:8](=[O:10])(=[O:9])[N:11]=1. Procedure: 1 g of 3-aminopyridine-2-sulfonamide (Preparation 1) and 1 g of p-toluenesulfonic acid are dissolved in 6 cm3 of ethyl orthoacetate. After 10 minutes at room temperature, the precipitate obtained is collected on a filter, washed with diethyl ether and dried. It is recrystallized from hot water.